Dataset: the Open Reaction Database (ORD), a public repository of structured organic reaction records. Task: describe an organic reaction: reactants, conditions, products, and yield Starting materials: CN(C)CC1=CC=2CN(CCC2O1)C(CCCCCC1=CC=CC=C1)=O (1-(2-Dimethylaminomethyl-6,7-dihydro-4H-furo[3,2-c]pyridin-5-yl)-6-phenylhexan-1-one), Cl (hydrogen chloride). Solvent: CO (methanol), CO (methanol). The product is Cl.CN(C)CC1=CC=2CN(CCC2O1)C(CCCCCC1=CC=CC=C1)=O (1-(2-dimethylaminomethyl-6,7-dihydro-4H-furo[3,2-c]pyridin-5-yl)-6-phenylhexan-1-one hydrochloride). RXN SMILES: [CH3:1][N:2]([CH2:4][C:5]1[O:13][C:12]2[CH2:11][CH2:10][N:9]([C:14](=[O:26])[CH2:15][CH2:16][CH2:17][CH2:18][CH2:19][C:20]3[CH:25]=[CH:24][CH:23]=[CH:22][CH:21]=3)[CH2:8][C:7]=2[CH:6]=1)[CH3:3].[ClH:27]>CO>[ClH:27].[CH3:1][N:2]([CH2:4][C:5]1[O:13][C:12]2[CH2:11][CH2:10][N:9]([C:14](=[O:26])[CH2:15][CH2:16][CH2:17][CH2:18][CH2:19][C:20]3[CH:25]=[CH:24][CH:23]=[CH:22][CH:21]=3)[CH2:8][C:7]=2[CH:6]=1)[CH3:3] |f:3.4|. Procedure details: 1-(2-Dimethylaminomethyl-6,7-dihydro-4H-furo[3,2-c]pyridin-5-yl)-6-phenylhexan-1-one 0.294 g was dissolved in 2 ml of methanol; hydrogen chloride in methanol was added in excess, followed by stirring. After this mixture was concentrated, diethyl ether was added; the resulting solid was filtered and washed with diethyl ether to yield the desired product. The reactants are CO.C(Cl)Cl (methanol methylene chloride), [N+](=O)(O)[O-] (nitric acid), C(C)(C)C=1NC2=C(N1)C=CC(=C2)OC (2-Isopropyl-5-methoxybenzimidazole). Run in C(=O)(C(F)(F)F)O (TFA). Conditions: time 8 hour. The product is C(C)(C)C=1NC2=C(N1)C=CC(=C2[N+](=O)[O-])OC (2-isopropyl-4-nitro-5-methoxybenzimidazole). RXN SMILES: [CH:1]([C:4]1[NH:5][C:6]2[CH:12]=[C:11]([O:13][CH3:14])[CH:10]=[CH:9][C:7]=2[N:8]=1)([CH3:3])[CH3:2].[N+:15]([O-])([OH:17])=[O:16].CO.C(Cl)Cl>C(O)(C(F)(F)F)=O>[CH:1]([C:4]1[NH:5][C:6]2[C:12]([N+:15]([O-:17])=[O:16])=[C:11]([O:13][CH3:14])[CH:10]=[CH:9][C:7]=2[N:8]=1)([CH3:3])[CH3:2] |f:2.3|. Reported procedure: 2-Isopropyl-5-methoxybenzimidazole (50 g) was dissolved in 150 mL TFA and to the mixture was added 5 mL 90% nitric acid. The reaction was stirred overnight, and the solvents removed in vacuo and the residue neutralized to pH 7 with saturated aqueous sodium bicarbonate. The residue was extracted with ethyl acetate (4×100 mL). The combined ethyl acetate fractions were dried over sodium sulfate and concentrated to give a dark residue. Chromatography (3% methanol/methylene chloride) gave 2-isopropyl... RXN SMILES: [C:1]([OH:10])(=O)[C:2]1[C:3](=[CH:5][CH:6]=[CH:7][CH:8]=1)[NH2:4].[C:11](OC(=O)C)(=[O:13])[CH3:12]>>[C:11]([C:1]1[O:10][N:4]=[C:3]2[C:2]=1[CH:8]=[CH:7][CH:6]=[CH:5]2)(=[O:13])[CH3:12]. Reported procedure: reacting the anthranilic acid compound of step (3) with acetic anhydride to form an acetylanthranil compound of the formula ##STR44## The reactants are C(C=1C(N)=CC=CC1)(=O)O (anthranilic acid), C(C)(=O)OC(C)=O (acetic anhydride). Product: C(C)(=O)C=1ON=C2C=CC=CC12 (acetylanthranil).